This data is from the Open Reaction Database (ORD), a public repository of structured organic reaction records. The task is: describe an organic reaction: reactants, conditions, products, and yield Starting materials: COc1ncc(Br)cc1C(=O)O, CNOC. The reagents and catalysts are COC1=NC(=NC(=N1)Cl)OC (CDMT), CN1CCOCC1 (NMM). Solvent: CN(C)C=O (DMF), CN(C)C=O (DMF), CN(C)C=O (DMF), CN(C)C=O (DMF), CN(C)C=O (DMF), CN(C)C=O (DMF). Reaction conditions: temperature 25 celsius, time 2 hour. Yields the product COc1ncc(Br)cc1C(=O)N(C)OC. Yield: 74.1%. As a reaction SMILES: CNOC.COc1ncc(Br)cc1C(=O)O.COC1=NC(=NC(=N1)Cl)OC.CN1CCOCC1.CN(C)C=O>>COc1ncc(Br)cc1C(=O)N(C)OC. Reactants: CO, COC(=O)C(C)C1CCCCC1, [Li+], [OH-], O, O. The product is CC(C(=O)O)C1CCCCC1. RXN SMILES: [CH3:16][OH:17].[CH:1]1([CH:7]([C:8](=[O:9])[O:10][CH3:11])[CH3:12])[CH2:2][CH2:3][CH2:4][CH2:5][CH2:6]1.[Li+:15].[OH-:14].[OH2:13].[OH2:18]>>[CH:1]1([CH:7]([C:8](=[O:9])[OH:10])[CH3:12])[CH2:2][CH2:3][CH2:4][CH2:5][CH2:6]1. The reactants are COc1cc2nccc(Oc3ccc(C)cc3Br)c2cc1OC, [Li]CCCC, CCCCCC, O=C(Cl)C1CCCC1, C1CCOC1, O. Yields the product COc1cc2nccc(Oc3ccc(C)cc3C(=O)C3CCCC3)c2cc1OC. RXN SMILES: [Br:1][c:2]1[c:3]([O:4][c:5]2[cH:6][cH:7][n:8][c:9]3[cH:10][c:11]([O:17][CH3:18])[c:12]([O:15][CH3:16])[cH:13][c:14]23)[cH:19][cH:20][c:21]([CH3:23])[cH:22]1.[CH2:30]([Li:31])[CH2:32][CH2:33][CH3:34].[CH3:24][CH2:25][CH2:26][CH2:27][CH2:28][CH3:29].[CH:35]1([C:40](=[O:41])[Cl:42])[CH2:36][CH2:37][CH2:38][CH2:39]1.[O:44]1[CH2:45][CH2:46][CH2:47][CH2:48]1.[OH2:43]>>[c:2]1([C:40]([CH:35]2[CH2:36][CH2:37][CH2:38][CH2:39]2)=[O:41])[c:3]([O:4][c:5]2[cH:6][cH:7][n:8][c:9]3[cH:10][c:11]([O:17][CH3:18])[c:12]([O:15][CH3:16])[cH:13][c:14]23)[cH:19][cH:20][c:21]([CH3:23])[cH:22]1.